Dataset: the Open Reaction Database (ORD), a public repository of structured organic reaction records. Task: describe an organic reaction: reactants, conditions, products, and yield Run at temperature 60 celsius. Reaction SMILES: [C:1]([O:5][C:6](=[O:21])[N:7]([C@@H:9]1[CH2:13][CH2:12][N:11](CC2C=CC=CC=2)[CH2:10]1)[CH3:8])([CH3:4])([CH3:3])[CH3:2]>C(O)=O.CO.[OH-].[OH-].[Pd+2]>[C:1]([O:5][C:6](=[O:21])[N:7]([CH3:8])[C@@H:9]1[CH2:13][CH2:12][NH:11][CH2:10]1)([CH3:4])([CH3:3])[CH3:2] |f:1.2,3.4.5|. Procedure: To a solution of Example 1E (285 mg, 0.98 mmol) in 4.4% HCO2H/MeOH (20 mL) under a nitrogen atmosphere was added Pd(OH)2 on carbon (20%, 40 mg), and the resulting mixture was heated at 60° C. for 16 hours. The mixture was cooled to room temperature and filtered through a layer of diatomaceous earth, the filter pad was washed with extra MeOH (30 mL), and the filtrate was concentrated under reduced pressure. The residue was diluted with CH2Cl2 (30 mL) and washed with 1 M NaOH, then the organic sol... Yields the product C(C)(C)(C)OC(N([C@H]1CNCC1)C)=O ((R)-Methyl-pyrrolidin-3-yl-carbamic Acid tert-butyl Ester). Starting materials: C(C)(C)(C)OC(N(C)[C@H]1CN(CC1)CC1=CC=CC=C1)=O ((1-Benzyl-(3R)-pyrrolidin-3-yl)-methyl-carbamic Acid tert-butyl Ester). Reagents/catalysts: [OH-].[OH-].[Pd+2] (Pd(OH)2 on carbon). The solvent is C(=O)O.CO (HCO2H MeOH). Reactants: COc1cccc2cc(CCO)oc12, N, Cc1ccc(S(=O)(=O)[O-])cc1, C1CCOC1. Yields the product COc1cccc2cc(CCN)oc12. Reaction SMILES: [CH3:12][O:13][c:14]1[cH:15][cH:16][cH:17][c:18]2[c:19]1[o:20][c:21]([CH2:23][CH2:24][OH:25])[cH:22]2.[NH3:26].[O-:1][S:2]([c:3]1[cH:4][cH:5][c:6]([CH3:7])[cH:8][cH:9]1)(=[O:10])=[O:11].[O:27]1[CH2:28][CH2:29][CH2:30][CH2:31]1>>[CH3:12][O:13][c:14]1[cH:15][cH:16][cH:17][c:18]2[c:19]1[o:20][c:21]([CH2:23][CH2:24][NH2:26])[cH:22]2. Starting materials: O=C([O-])[O-], CCCCC1(N2CCOCC2)CCC2(CC1)OCCO2, CC(C)=O, Cl, [K+], [K+]. The product is CCCCC1(N2CCOCC2)CCC(=O)CC1. Reaction SMILES: [C:22](=[O:23])([O-:24])[O-:25].[CH2:2]([CH2:3][CH2:4][CH3:5])[C:6]1([N:16]2[CH2:17][CH2:18][O:19][CH2:20][CH2:21]2)[CH2:7][CH2:8][C:9]2([O:10][CH2:13][CH2:12][O:11]2)[CH2:14][CH2:15]1.[CH3:28][C:29](=[O:30])[CH3:31].[ClH:1].[K+:26].[K+:27]>>[CH2:2]([CH2:3][CH2:4][CH3:5])[C:6]1([N:16]2[CH2:17][CH2:18][O:19][CH2:20][CH2:21]2)[CH2:7][CH2:8][C:9](=[O:10])[CH2:14][CH2:15]1. Reactants: ClC1=CC=C(C=C1)C1=CC=CC=C1 (4-chlorobiphenyl), C1(CCC(=O)O1)=O (succinic anhydride), [Cl-].[Al+3].[Cl-].[Cl-] (aluminum chloride). Run in [N+](=O)([O-])C1=CC=CC=C1 (nitrobenzene). Conditions: time 4 hour. Yields the product ClC1=CC=C(C=C1)C1=CC=C(C=C1)C(CCC(=O)O)=O (4-(4′-chloro-biphenyl-4-yl)-4-oxo-butyric acid). The yield is 13.6%. Reaction SMILES: [Cl:1][C:2]1[CH:7]=[CH:6][C:5]([C:8]2[CH:13]=[CH:12][CH:11]=[CH:10][CH:9]=2)=[CH:4][CH:3]=1.[C:14]1(=[O:20])[O:19][C:17](=[O:18])[CH2:16][CH2:15]1.[Cl-].[Al+3].[Cl-].[Cl-]>[N+](C1C=CC=CC=1)([O-])=O>[Cl:1][C:2]1[CH:3]=[CH:4][C:5]([C:8]2[CH:13]=[CH:12][C:11]([C:14](=[O:20])[CH2:15][CH2:16][C:17]([OH:19])=[O:18])=[CH:10][CH:9]=2)=[CH:6][CH:7]=1 |f:2.3.4.5|. Procedure details: A suspension of 4-chlorobiphenyl (9.43 g, 0.0500 mol), succinic anhydride (5.50 g, 0.0550 mol), and anhydrous aluminum chloride (14.8 g, 0.111 mol) in nitrobenzene (25 mL) at 5° C. under nitrogen was stirred 4 hours, then allowed to warm to room temperature. After 3 days, the mixture was heated at 95° C. to 120° C. for 1 hour, cooled to 5° C., and quenched with a mixture of ice (15 g), water (8 mL), and concentrated hydrochloric acid (HCl) solution (8 mL). Additional water (150 mL) was added, fo... Run in CO (methanol), CO (methanol). Reactants: FC1=C(CBr)C=C(C=C1)Br (2-fluoro-5-bromobenzyl bromide), CNC (Dimethylamine). Procedure details: In a 50 ml flask, under a nitrogen atmosphere, 2-fluoro-5-bromobenzyl bromide (1.264 g, 4.72 mmol) was dissolved in methanol (10 ml). Dimethylamine (8 M in H2O, 1.77 ml, 14.2 mmol) was added as a solution in methanol (5 ml), and the resulting mixture was stirred at ambient temperature for about two hours. The progress of the reaction was monitored by thin layer chromatography. The methanol was removed by evaporation. The residue was partitioned between 1 M potassium carbonate and diethyl ether. ... The product is CN(C)CC1=C(C=CC(=C1)Br)F (N,N-dimethyl-2-fluoro-5-bromobenzylamine). Reaction conditions: time 2 hour. As a reaction SMILES: [F:1][C:2]1[CH:9]=[CH:8][C:7]([Br:10])=[CH:6][C:3]=1[CH2:4]Br.[CH3:11][NH:12][CH3:13]>CO>[CH3:11][N:12]([CH2:4][C:3]1[CH:6]=[C:7]([Br:10])[CH:8]=[CH:9][C:2]=1[F:1])[CH3:13].